Dataset: the Open Reaction Database (ORD), a public repository of structured organic reaction records. Task: describe an organic reaction: reactants, conditions, products, and yield Starting materials: O=C(n1ccnc1)n1ccnc1, CC(C)OC(C)C, CCN1CCCC(N)C1, C1CCOC1, c1ccc(N2CCNCC2)cc1. Yields the product CCN1CCCC(NC(=O)N2CCN(c3ccccc3)CC2)C1. Reaction SMILES: [C:1](=[O:2])([n:3]1[cH:4][cH:5][n:6][cH:7]1)[n:8]1[cH:9][cH:10][n:11][cH:12]1.[CH:34]([O:35][CH:36]([CH3:37])[CH3:38])([CH3:39])[CH3:40].[NH2:13][CH:14]1[CH2:15][N:16]([CH2:20][CH3:21])[CH2:17][CH2:18][CH2:19]1.[O:41]1[CH2:42][CH2:43][CH2:44][CH2:45]1.[c:22]1([N:28]2[CH2:29][CH2:30][NH:31][CH2:32][CH2:33]2)[cH:23][cH:24][cH:25][cH:26][cH:27]1>>[C:1](=[O:2])([NH:13][CH:14]1[CH2:15][N:16]([CH2:20][CH3:21])[CH2:17][CH2:18][CH2:19]1)[N:31]1[CH2:30][CH2:29][N:28]([c:22]2[cH:23][cH:24][cH:25][cH:26][cH:27]2)[CH2:33][CH2:32]1. Reactants: C(CCCC)(=O)OC=1C=C(NC(CC(C)=O)=O)C=CC1 (m-valeryloxy-acetylacetanilide), C1(=CC=C(C=C1)S(=O)(=O)O)C (p-toluene sulfonic acid), N1=CC=CC2=CC=CC=C12 (quinoline), C1(=CC=CC=C1)C (toluene). The solvent is C(OC)([O-])[O-] (methyl orthoformate). Reaction conditions: temperature 140 celsius. Product: C(CCCC)(=O)OC=1C=C(NC(\C=C(\C)/OC)=O)C=CC1 (m-valeryloxy-3-methoxy-crotonanilide). Yield: 2955.3%. Reaction SMILES: [C:1]([O:7][C:8]1[CH:9]=[C:10]([CH:18]=[CH:19][CH:20]=1)[NH:11][C:12](=[O:17])[CH2:13][C:14](=[O:16])[CH3:15])(=[O:6])[CH2:2][CH2:3][CH2:4][CH3:5].[C:21]1(C)C=CC(S(O)(=O)=O)=CC=1.N1C2C(=CC=CC=2)C=CC=1.C1(C)C=CC=CC=1>C([O-])([O-])OC>[C:1]([O:7][C:8]1[CH:9]=[C:10]([CH:18]=[CH:19][CH:20]=1)[NH:11][C:12](=[O:17])/[CH:13]=[C:14](\[O:16][CH3:21])/[CH3:15])(=[O:6])[CH2:2][CH2:3][CH2:4][CH3:5]. Procedure: A solution of 47 g of m-valeryloxy-acetylacetanilide in 50 ml of methyl orthoformate and 0.5 g of p-toluene sulfonic acid stood at room temperature for 16 hours and then 1 g of quinoline and 200 ml of toluene were added thereto. The mixture was heated at 140°C. for 4 hours while removing the methanol formed and the solvent was then evaporated. The residue was chromatographed over silica gel and was eluted with an 8-2 methylene chloride-acetone mixture to obtain 25 g of m-valeryloxy-3-methoxy-cro... As a reaction SMILES: [OH:1][C:2]1[CH:23]=[CH:22][C:21]([N:24]2[CH:28]=[N:27][N:26]=[N:25]2)=[CH:20][C:3]=1[C:4]([N:6]1[CH2:10][CH2:9][C:8]([C:14]2[CH:19]=[CH:18][CH:17]=[CH:16][CH:15]=2)([CH2:11][CH2:12][OH:13])[CH2:7]1)=[O:5].CN(C)C=O.C(=O)([O-])[O-].[K+].[K+].Br[CH2:41][CH2:42][CH2:43][C:44]([O:46][CH2:47][CH3:48])=[O:45]>C(OCC)(=O)C.CO.ClCCl>[C:44]([CH2:43][CH2:42][CH2:41][O:1][C:2]1[CH:23]=[CH:22][C:21]([N:24]2[CH:28]=[N:27][N:26]=[N:25]2)=[CH:20][C:3]=1[C:4]([N:6]1[CH2:10][CH2:9][C:8]([C:14]2[CH:15]=[CH:16][CH:17]=[CH:18][CH:19]=2)([CH2:11][CH2:12][OH:13])[CH2:7]1)=[O:5])([O:46][CH2:47][CH3:48])=[O:45] |f:2.3.4,7.8|. The product is C(=O)(OCC)CCCOC1=C(C(=O)N2CC(CC2)(CCO)C2=CC=CC=C2)C=C(C=C1)N1N=NN=C1 (1-(2-(3-carboethoxypropyloxy)-5-(1H-tetrazol-1-yl)benzoyl)-3-phenyl-3-(2-hydroxyethyl)pyrrolidine). The reactants are OC1=C(C(=O)N2CC(CC2)(CCO)C2=CC=CC=C2)C=C(C=C1)N1N=NN=C1 (1-(2-hydroxy-5-(1H-tetrazol-1-yl)benzoyl)-3-phenyl-3-(2-hydroxyethyl)pyrrolidine), BrCCCC(=O)OCC (1-bromo-3-carboethoxypropane), CN(C=O)C (dimethylformamide), C([O-])([O-])=O.[K+].[K+] (potassium carbonate). Conditions: temperature 100 celsius, time 2.5 hour. Procedure details: Combine 1-(2-hydroxy-5-(1H-tetrazol-1-yl)benzoyl)-3-phenyl-3-(2-hydroxyethyl)pyrrolidine (0.19 g, 0.5 mmol) and dimethylformamide (5 mL). Add potassium carbonate (82 mg, 0.6 mmol) and 1-bromo-3-carboethoxypropane (0.21 mL, 0.29 g, 1.5 mmol). Heat at 100° C. After 2.5 hours, cool to ambient temperature. After 18 hours, dilute the reaction mixture with ethyl acetate, extract with water, aqueous 1 M hydrochloric acid solution, and then brine. Dry the organic layer over Na2SO4, filter, and evaporate... Solvent: CO.ClCCl (methanol dichloromethane), C(C)(=O)OCC (ethyl acetate). Yields the product COC(=O)c1cc(Br)c(Cl)o1. The reactants are COC(=O)c1cc(Br)co1, CN(C)C=O, O=C1CCC(=O)N1Cl. RXN SMILES: [Br:1][c:2]1[cH:3][c:4]([C:7](=[O:8])[O:9][CH3:10])[o:5][cH:6]1.[CH3:19][N:20]([CH3:21])[CH:22]=[O:23].[Cl:11][N:12]1[C:13](=[O:14])[CH2:15][CH2:16][C:17]1=[O:18]>>[Br:1][c:2]1[cH:3][c:4]([C:7](=[O:8])[O:9][CH3:10])[o:5][c:6]1[Cl:11].